Dataset: the Open Reaction Database (ORD), a public repository of structured organic reaction records. Task: describe an organic reaction: reactants, conditions, products, and yield Starting materials: ClC=1C=CC(=C(N)C1)[N+](=O)[O-] (5-chloro-2-nitroaniline), CC(C)([O-])C.[K+] (potassium t-butoxide), S(=O)(=O)(OC)OC (dimethyl sulfate). Run in CN(C=O)C (dimethylformamide), CN(C=O)C (dimethylformamide), CN(C=O)C (dimethylformamide). Run at temperature 0 celsius, time 1 hour. Product: ClC=1C=CC(=C(NC)C1)[N+](=O)[O-] (5-chloro-N-methyl-2-nitroaniline). RXN SMILES: [Cl:1][C:2]1[CH:3]=[CH:4][C:5]([N+:9]([O-:11])=[O:10])=[C:6]([CH:8]=1)[NH2:7].[CH3:12]C(C)([O-])C.[K+].S(OC)(OC)(=O)=O>CN(C)C=O>[Cl:1][C:2]1[CH:3]=[CH:4][C:5]([N+:9]([O-:11])=[O:10])=[C:6]([CH:8]=1)[NH:7][CH3:12] |f:1.2|. Procedure details: To a solution at 0° C. of 5-chloro-2-nitroaniline (100 g) in dimethylformamide (1.0 l) was added potassium t-butoxide (70.3 g) and the mixture was stirred at 0° C. for 1 hour. To the reaction mixture was added dropwise a solution of dimethyl sulfate (62 ml) in dimethylformamide (100 ml) and the resulting mixture was stirred at 25° C. for 1.5 hours to afford a solution of 5-chloro-N-methyl-2-nitroaniline in dimethylformamide. To the resulting mixture was added 24% sodium methoxide in methanol (23...